This data is from the Open Reaction Database (ORD), a public repository of structured organic reaction records. The task is: describe an organic reaction: reactants, conditions, products, and yield Product: COC1=NC(=NC(=C1)C)CNC(=O)NS(=O)(=O)C=1C(=CC=CC1)S(=O)(=O)N(C)C (N'-[(4-methoxy-6-methylpyrimidin-2-yl)methylaminocarbonyl]-N,N-dimethyl-1,2-benzenedisulfonamide). Reported procedure: The product from Example 9 (0.90 g) was added in a steady stream to a stirred solution of 2.3 g of 2-(N,N-dimethylsulfamoyl)benzenesulfonyl isocyanate in 20 ml dry methylene chloride at room temperature. The reaction solution was stirred for an additional 18 hours and the solvent was removed in vacuo. The resulting yellow foam was stirred with 1-chlorobutane for ca. one hour. The mixture was filtered and the collected solids dried to yield 1.3 g of N'-[(4-methoxy-6-methylpyrimidin-2-yl)methylami... The reactants are NCC1=NC(=CC(=N1)C)OC (2-Aminomethyl-4-methyl-6-methoxypyrimidine), CN(S(=O)(=O)C1=C(C=CC=C1)S(=O)(=O)N=C=O)C (2-(N,N-dimethylsulfamoyl)benzenesulfonyl isocyanate). Solvent: C(Cl)Cl (methylene chloride). Run at time 18 hour. RXN SMILES: [NH2:1][CH2:2][C:3]1[N:8]=[C:7]([CH3:9])[CH:6]=[C:5]([O:10][CH3:11])[N:4]=1.[CH3:12][N:13]([CH3:29])[S:14]([C:17]1[CH:22]=[CH:21][CH:20]=[CH:19][C:18]=1[S:23]([N:26]=[C:27]=[O:28])(=[O:25])=[O:24])(=[O:16])=[O:15]>C(Cl)Cl>[CH3:11][O:10][C:5]1[CH:6]=[C:7]([CH3:9])[N:8]=[C:3]([CH2:2][NH:1][C:27]([NH:26][S:23]([C:18]2[C:17]([S:14]([N:13]([CH3:29])[CH3:12])(=[O:16])=[O:15])=[CH:22][CH:21]=[CH:20][CH:19]=2)(=[O:25])=[O:24])=[O:28])[N:4]=1. Yield: 49.9%. Reactants: C(=O)(OCC1=CC=CC=C1)N[C@H](C1CO1)CC(C)C ((3S)-3-carbobenzoxyamino-5-methyl-1,2-epoxyhexane), C(C1=CC=CC=C1)O (benzyl alcohol). Conditions: temperature 100 celsius. The product is C(C1=CC=CC=C1)OCC([C@H](CC(C)C)NC(=O)OCC1=CC=CC=C1)O ((2RS, 3S)-3-carbobenzoxyamino-2-hydroxy-5-methylhexyl benzyl ether). RXN SMILES: [C:1]([NH:11][C@@H:12]([CH2:16][CH:17]([CH3:19])[CH3:18])[CH:13]1[O:15][CH2:14]1)([O:3][CH2:4][C:5]1[CH:10]=[CH:9][CH:8]=[CH:7][CH:6]=1)=[O:2].[CH2:20]([OH:27])[C:21]1[CH:26]=[CH:25][CH:24]=[CH:23][CH:22]=1>>[CH2:20]([O:27][CH2:14][CH:13]([OH:15])[C@@H:12]([NH:11][C:1]([O:3][CH2:4][C:5]1[CH:6]=[CH:7][CH:8]=[CH:9][CH:10]=1)=[O:2])[CH2:16][CH:17]([CH3:18])[CH3:19])[C:21]1[CH:26]=[CH:25][CH:24]=[CH:23][CH:22]=1. Procedure details: A mixture of 100 mg of (3S)-3-carbobenzoxyamino-5-methyl-1,2-epoxyhexane, 2 g of dry silica gel and 2 ml of benzyl alcohol was heated at 100° C. for 16 hours. After filtration of the silica gel, the filtrate was evaporated under reduced pressure to obtain 105 mg of (2RS, 3S)-3-carbobenzoxyamino-2-hydroxy-5-methylhexyl benzyl ether as a colorless oil. To a solution of 86 mg of the ether obtained in 10 ml of methanol was added 0.14 ml of a 2N-hydrochloric acid, and the mixture was hydrogenated ove... Reactants: Oc1cccnc1Br, CC[Si](CC)(CC)CCOCCl, CCN(C(C)C)C(C)C, ClC(Cl)Cl, O. Yields the product CC[Si](CC)(CC)CCOCOc1cccnc1Br. RXN SMILES: [Br:1][c:2]1[n:3][cH:4][cH:5][cH:6][c:7]1[OH:8].[CH2:18]([CH3:19])[Si:20]([CH2:21][CH2:22][O:23][CH2:24][Cl:25])([CH2:26][CH3:27])[CH2:28][CH3:29].[CH2:9]([N:10]([CH:11]([CH3:12])[CH3:13])[CH:14]([CH3:15])[CH3:16])[CH3:17].[CH:31]([Cl:32])([Cl:33])[Cl:34].[OH2:30]>>[Br:1][c:2]1[n:3][cH:4][cH:5][cH:6][c:7]1[O:8][CH2:24][O:23][CH2:22][CH2:21][Si:20]([CH2:18][CH3:19])([CH2:26][CH3:27])[CH2:28][CH3:29]. Reactants: ClC1=C(C(=O)O)C=C(C=N1)Cl (2,5-dichloronicotinic acid), O.ON1N=NC2=C1C=CC=C2 (1-hydroxybenzotriazole hydrate), N[C@@H](C)C1=CC=C(C(=O)OC(C)(C)C)C=C1 (tert-Butyl 4-[(1S)-1-aminoethyl]benzoate), Cl.CN(CCCN=C=NCC)C (1-(3-dimethylaminopropyl)-3-ethylcarbodiimide hydrochloride). Solvent: ClCCl (dichloromethane), C(C)N(CC)CC (triethylamine). Conditions: time 8 hour. The product is ClC1=NC=C(C=C1C(=O)N[C@@H](C)C1=CC=C(C(=O)OC(C)(C)C)C=C1)Cl (tert-Butyl 4-((1S)-1-{[(2,5-dichloropyridin-3-yl)carbonyl]amino}ethyl)benzoate). The yield is 69.8%. As a reaction SMILES: [Cl:1][C:2]1[N:10]=[CH:9][C:8]([Cl:11])=[CH:7][C:3]=1[C:4]([OH:6])=O.[NH2:12][C@H:13]([C:15]1[CH:27]=[CH:26][C:18]([C:19]([O:21][C:22]([CH3:25])([CH3:24])[CH3:23])=[O:20])=[CH:17][CH:16]=1)[CH3:14].Cl.CN(C)CCCN=C=NCC.O.ON1C2C=CC=CC=2N=N1>ClCCl.C(N(CC)CC)C>[Cl:1][C:2]1[C:3]([C:4]([NH:12][C@H:13]([C:15]2[CH:27]=[CH:26][C:18]([C:19]([O:21][C:22]([CH3:24])([CH3:23])[CH3:25])=[O:20])=[CH:17][CH:16]=2)[CH3:14])=[O:6])=[CH:7][C:8]([Cl:11])=[CH:9][N:10]=1 |f:2.3,4.5|. Reported procedure: To a stirred solution of 2,5-dichloronicotinic acid (Syn. Commun. 1989, 19, 553–9, 1.92 g, 10 mmol) and tert-butyl 4-[(1S)-1-aminoethyl]benzoate (example 44 step 3, 2.02 g, 9.1 mmol) in dichloromethane (20 mL) were successively added 1-(3-dimethylaminopropyl)-3-ethylcarbodiimide hydrochloride (EDCI) (2.59 g, 13.5 mmol), 1-hydroxybenzotriazole hydrate (HOBT) (2.07 g, 13.5 mmol), and triethylamine (4 mL). After being stirred overnight, the reaction was quenched by the addition of saturated sodium ... Reactants: [N+](=O)(O)[O-] (nitric acid), O.O.O.O.O.O.O.O.O.[N+](=O)([O-])[O-].[Al+3].[N+](=O)([O-])[O-].[N+](=O)([O-])[O-] (aluminum nitrate nonahydrate). The solvent is O (water). Yields the product [N+](=O)([O-])[O-].[Al+3].[N+](=O)([O-])[O-].[N+](=O)([O-])[O-] (aluminum nitrate). As a reaction SMILES: [N+:1]([O-:4])([OH:3])=[O:2].O.O.O.O.O.O.O.O.O.[N+:14]([O-:17])([O-:16])=[O:15].[Al+3:18].[N+:19]([O-:22])([O-:21])=[O:20].[N+]([O-])([O-])=O>O>[N+:1]([O-:4])([O-:3])=[O:2].[Al+3:18].[N+:14]([O-:17])([O-:16])=[O:15].[N+:19]([O-:22])([O-:21])=[O:20] |f:1.2.3.4.5.6.7.8.9.10.11.12.13,15.16.17.18|. Procedure: An aqueous solution in which 4.16 kg of aluminum nitrate nonahydrate and 540 g of 60% nitric acid were dissolved in 5.0 L of pure water was gradually dropped into 20.0 kg of a stirred silica sol solution having a colloidal particle diameter of from 10 to 20 nm held at 15° C. (Snowtex N-30 manufactured by Nissan Chemical Industries, Ltd. (SiO2 content: 30% by mass)) to obtain a mixed slurry of silica sol and aluminum nitrate. Subsequently, the mixed slurry was aged by holding at 50° C. for 24 hou... The reactants are FC(C=1C=C(CCC(=O)NC2C3=C(N(CCC2)C2=NN=NN2)C=C(C=C3)Cl)C=C(C1)C(F)(F)F)(F)F (3,5-Bis-trifluoromethyl-benzyl-N-[8-chloro-1-(1H-tetrazol-5-yl)-2,3,4,5-tetrahydro-1H-benzo[b]azepin-5-yl]-acetamide), C1(=CC=CC=C1)P(C1=CC=CC=C1)C1=CC=CC=C1 (triphenyl phosphine), CCOC(=O)/N=N/C(=O)OCC (diethylazo dicarboxylate), CO (MeOH). The solvent is C(Cl)Cl (CH2Cl2), O (water). Yields the product FC(C=1C=C(CCC(=O)NC2C3=C(N(CCC2)C=2N=NN(N2)C)C=C(C=C3)Cl)C=C(C1)C(F)(F)F)(F)F (3,5-Bis-trifluoromethyl-benzyl-N-[8-chloro-1-(2-methyl-2H-tetrazol-5-yl)-2,3,4,5-tetrahydro-1H-benzo[b]azepin-5-yl]-acetamide). Reaction SMILES: [F:1][C:2]([F:36])([F:35])[C:3]1[CH:4]=[C:5]([CH:28]=[C:29]([C:31]([F:34])([F:33])[F:32])[CH:30]=1)[CH2:6][CH2:7][C:8]([NH:10][CH:11]1[CH2:17][CH2:16][CH2:15][N:14]([C:18]2[NH:22][N:21]=[N:20][N:19]=2)[C:13]2[CH:23]=[C:24]([Cl:27])[CH:25]=[CH:26][C:12]1=2)=[O:9].[C:37]1(P(C2C=CC=CC=2)C2C=CC=CC=2)C=CC=CC=1.CCOC(/N=N/C(OCC)=O)=O.CO>C(Cl)Cl.O>[F:36][C:2]([F:1])([F:35])[C:3]1[CH:4]=[C:5]([CH:28]=[C:29]([C:31]([F:32])([F:34])[F:33])[CH:30]=1)[CH2:6][CH2:7][C:8]([NH:10][CH:11]1[CH2:17][CH2:16][CH2:15][N:14]([C:18]2[N:19]=[N:20][N:21]([CH3:37])[N:22]=2)[C:13]2[CH:23]=[C:24]([Cl:27])[CH:25]=[CH:26][C:12]1=2)=[O:9]. Procedure details: To a solution of N-(3,5-Bis-trifluoromethyl-benzyl-N-[8-chloro-1-(1H-tetrazol-5-yl)-2,3,4,5-tetrahydro-1H-benzo[b]azepin-5-yl]-acetamide (0.55 mmol, 0.29 g) in CH2Cl2 (5 mL) was added triphenyl phosphine (0.55 mmol, 0.14 g) and diethylazo dicarboxylate (0.55 mmol, 90.0 μL) at 0° C. To the above mixture, MeOH (2.75 mmol, 0.11 μL) was added and warmed to room temperature for 48 h. After completion, the reaction mixture was diluted with water (20 mL), extracted with EtOAC (3×25 mL) and the combined... Starting materials: CN1C2=C(C=3CC(NCCC31)C(=O)OC(C)(C)C)C=CC(=N2)N2C(C=C(C=C2)C=2C=NC(=CC2)C(F)(F)F)=O (tert-butyl 10-methyl-2-(2-oxo-4-(6-(trifluoromethyl)pyridin-3-yl)pyridin-1(2H)-yl)-7,8,9,10-tetrahydropyrido[3′,2′:4,5]pyrrolo[3,2-d]azepine-6(5H)-carboxylate), C(Cl)Cl (CH2Cl2), C(Cl)Cl (CH2Cl2). Solvent: CO (MeOH), Cl (HCl), CCOCC (Et2O), Cl (HCl), CO (MeOH), CO (MeOH), Cl (HCl). Conditions: time 18 hour. The product is Cl.CN1C2=C(C=3CNCCCC31)C=CC(=N2)N2C(C=C(C=C2)C=2C=NC(=CC2)C(F)(F)F)=O (1-(10-Methyl-5,6,7,8,9,10-hexahydropyrido[3′,2′:4,5]pyrrolo[3,2-c]azepin-2-yl)-4-(6-(trifluoromethyl)pyridin-3-yl)pyridin-2(1H)-one hydrochloride). Isolated yield 79.0%. Reaction SMILES: [CH3:1][N:2]1[C:11]2[CH2:10][CH2:9][NH:8][CH:7](C(OC(C)(C)C)=O)[CH2:6][C:5]=2[C:4]2[CH:19]=[CH:20][C:21]([N:23]3[CH:28]=[CH:27][C:26]([C:29]4[CH:30]=[N:31][C:32]([C:35]([F:38])([F:37])[F:36])=[CH:33][CH:34]=4)=[CH:25][C:24]3=[O:39])=[N:22][C:3]1=2.C(Cl)[Cl:41]>Cl.CO.CCOCC>[ClH:41].[CH3:1][N:2]1[C:11]2[CH2:5][CH2:6][CH2:7][NH:8][CH2:9][C:10]=2[C:4]2[CH:19]=[CH:20][C:21]([N:23]3[CH:28]=[CH:27][C:26]([C:29]4[CH:30]=[N:31][C:32]([C:35]([F:36])([F:37])[F:38])=[CH:33][CH:34]=4)=[CH:25][C:24]3=[O:39])=[N:22][C:3]1=2 |f:5.6|. Procedure: A suspension of tert-butyl 10-methyl-2-(2-oxo-4-(6-(trifluoromethyl)pyridin-3-yl)pyridin-1(2H)-yl)-7,8,9,10-tetrahydropyrido[3′,2′:4,5]pyrrolo[3,2-d]azepine-6(5H)-carboxylate (149 mg, 0.276 mmol) in 1.25 M HCl in MeOH (3.0 mL) was stirred under N2 at ambient temperature for 18 h. CH2Cl2 (1.5 mL) was added to the suspension and the resulting solution was stirred at ambient temperature for 18 h. CH2Cl2 (1.0 mL) and 1.25 M HCl in MeOH (1.0 mL) were added to the solution, and the resulting solution ...